This data is from the Open Reaction Database (ORD), a public repository of structured organic reaction records. The task is: describe an organic reaction: reactants, conditions, products, and yield Reactants: Cl.ClC1=NC=NC2=CC(=C(C=C12)OC)OC (4-chloro-6,7-dimethoxyquinazoline hydrochloride), BrC1=CC(=C(N)C(=C1)F)F (4-bromo-2,6-difluoroaniline). The solvent is C(C)(C)O (isopropanol). Yields the product Cl.BrC1=CC(=C(NC2=NC=NC3=CC(=C(C=C23)OC)OC)C(=C1)F)F (4-(4-bromo-2,6-difluoroanilino)-6,7-dimethoxyquinazoline hydrochloride). Yield: 31.2%. Reaction SMILES: Cl.[Cl:2][C:3]1[C:12]2[C:7](=[CH:8][C:9]([O:15][CH3:16])=[C:10]([O:13][CH3:14])[CH:11]=2)[N:6]=[CH:5][N:4]=1.[Br:17][C:18]1[CH:24]=[C:23]([F:25])[C:21]([NH2:22])=[C:20]([F:26])[CH:19]=1>C(O)(C)C>[ClH:2].[Br:17][C:18]1[CH:24]=[C:23]([F:25])[C:21]([NH:22][C:3]2[C:12]3[C:7](=[CH:8][C:9]([O:15][CH3:16])=[C:10]([O:13][CH3:14])[CH:11]=3)[N:6]=[CH:5][N:4]=2)=[C:20]([F:26])[CH:19]=1 |f:0.1,4.5|. Reported procedure: A mixture of 4-chloro-6,7-dimethoxyquinazoline hydrochloride, (152 mg, 0.6 mmol), (prepared as described for the starting material in Example 1 but without the aqueous work up), and 4-bromo-2,6-difluoroaniline (121 mg, 0.6 mmol) in isopropanol (7 ml) was heated at reflux for 2 hours. The mixture was allowed to cool, the solid product collected by filtration, washed with isopropanol and dried to give 4-(4-bromo-2,6-difluoroanilino)-6,7-dimethoxyquinazoline hydrochloride (81 mg, 35%). Starting materials: S(=O)(=O)([O-])OOS(=O)(=O)[O-].[Na+].[Na+] (sodium peroxydisulphate), S(=O)(=O)([O-])OOS(=O)(=O)[O-] (peroxydisulphate), [OH-].[Na+] (sodium hydroxide). Product: S(=O)(=O)([O-])OOS(=O)(=O)[O-].[OH-].[Na+] (Peroxydisulphate Sodium Hydroxide). As a reaction SMILES: [S:1]([O:5][O:6][S:7]([O-:10])(=[O:9])=[O:8])([O-:4])(=[O:3])=[O:2].[Na+:11].[Na+].S(OOS([O-])(=O)=O)([O-])(=O)=[O:14].[OH-].[Na+]>>[S:1]([O:5][O:6][S:7]([O-:10])(=[O:9])=[O:8])([O-:4])(=[O:3])=[O:2].[OH-:14].[Na+:11] |f:0.1.2,4.5,6.7.8|. Procedure: The concentration of sodium peroxydisulphate used in the experiments is 1500 ppm (6.3 mM), added as a solution of peroxydisulphate and sodium hydroxide (final concentration of 6.3 mM and 0.1 M, respectively). Starting materials: COC=1C=C(CC2NCCC3=C(C=CC(=C23)OC)OC)C=CC1OC (1-(3,4-Dimethoxy-benzyl)-5,8-dimethoxy-1,2,3,4-tetrahydroisoquinoline), BrCC(=O)Br (2-bromoacetyl bromide), COC=1C=C(C=CC1OC)CCN (3,4-dimethoxyphenylethylamine). Product: COC=1C=C(CC2N(CCC3=C(C=CC(=C23)OC)OC)CC(=O)NCCC2=CC(=C(C=C2)OC)OC)C=CC1OC (2-[1-(3,4-Dimethoxy-benzyl)-5,8-dimethoxy-3,4-dihydro-1H-isoquinolin-2-yl]-N-[2-(3,4-dimethoxy-phenyl)-ethyl]-acetamide). As a reaction SMILES: [CH3:1][O:2][C:3]1[CH:4]=[C:5]([CH:21]=[CH:22][C:23]=1[O:24][CH3:25])[CH2:6][CH:7]1[C:16]2[C:11](=[C:12]([O:19][CH3:20])[CH:13]=[CH:14][C:15]=2[O:17][CH3:18])[CH2:10][CH2:9][NH:8]1.Br[CH2:27][C:28](Br)=[O:29].[CH3:31][O:32][C:33]1[CH:34]=[C:35]([CH2:41][CH2:42][NH2:43])[CH:36]=[CH:37][C:38]=1[O:39][CH3:40]>>[CH3:1][O:2][C:3]1[CH:4]=[C:5]([CH:21]=[CH:22][C:23]=1[O:24][CH3:25])[CH2:6][CH:7]1[C:16]2[C:11](=[C:12]([O:19][CH3:20])[CH:13]=[CH:14][C:15]=2[O:17][CH3:18])[CH2:10][CH2:9][N:8]1[CH2:27][C:28]([NH:43][CH2:42][CH2:41][C:35]1[CH:36]=[CH:37][C:38]([O:39][CH3:40])=[C:33]([O:32][CH3:31])[CH:34]=1)=[O:29]. Procedure: prepared by reaction of 1-(3,4-Dimethoxy-benzyl)-5,8-dimethoxy-1,2,3,4-tetrahydroisoquinoline and 2-bromoacetyl bromide with 3,4-dimethoxyphenylethylamine